From a dataset of the Open Reaction Database (ORD), a public repository of structured organic reaction records. describe an organic reaction: reactants, conditions, products, and yield The reactants are FC1=C(C=CC(=C1)OC)N1C(NC(=CC1=O)C(F)(F)F)=O (3-(2-fluoro-4-methoxyphenyl)-6-trifluoromethyluracil), CI (methyl iodide), Cl (hydrochloric acid), [H-].[Na+] (sodium hydride). Solvent: CN(C=O)C (N,N-dimethylformamide), CN(C=O)C (N,N-dimethylformamide), CN(C=O)C (N,N-dimethylformamide). Yields the product FC1=C(C=CC(=C1)OC)N1C(N(C(=CC1=O)C(F)(F)F)C)=O (3-(2-fluoro-4-methoxyphenyl)-1-methyl-6-trifluoromethyluracil). Yield: 72.1%. As a reaction SMILES: [H-].[Na+].[F:3][C:4]1[CH:9]=[C:8]([O:10][CH3:11])[CH:7]=[CH:6][C:5]=1[N:12]1[C:17](=[O:18])[CH:16]=[C:15]([C:19]([F:22])([F:21])[F:20])[NH:14][C:13]1=[O:23].[CH3:24]I.Cl>CN(C)C=O>[F:3][C:4]1[CH:9]=[C:8]([O:10][CH3:11])[CH:7]=[CH:6][C:5]=1[N:12]1[C:17](=[O:18])[CH:16]=[C:15]([C:19]([F:20])([F:21])[F:22])[N:14]([CH3:24])[C:13]1=[O:23] |f:0.1|. Reported procedure: A mixture of 0.7 gram (0.017 mole) of sodium hydride (60% in mineral oil) in 30 mL of N,N-dimethylformamide was stirred, and a solution of 5.1 grams (0.017 mole) of 3-(2-fluoro-4-methoxyphenyl)-6-trifluoromethyluracil in 35 mL of N,N-dimethylformamide was added dropwise. The reaction mixture was then stirred for about 30 minutes, and a solution of 3.8 grams (0.017 mole) of methyl iodide in 35 mL of N,N-dimethylformamide was added dropwise. Upon completion of addition, the reaction mixture was st... Reactants: Fc1ccc(-c2ccc(C(Br)Br)cc2)nc1, CN1C(=O)c2c(n[nH]c2Nc2ccccc2)N2C1=NC1CCCC12, [K+], [K+], O=C([O-])[O-], CN(C)C=O. Yields the product CN1C(=O)c2c(nn(C(Br)c3ccc(-c4ccc(F)cn4)cc3)c2Nc2ccccc2)N2C1=NC1CCCC12. Reaction SMILES: [Br:25][CH:26]([c:27]1[cH:28][cH:29][c:30](-[c:33]2[n:34][cH:35][c:36]([F:39])[cH:37][cH:38]2)[cH:31][cH:32]1)[Br:40].[CH3:1][N:2]1[C:3]2=[N:21][CH:20]3[CH:19]([N:4]2[c:5]2[c:6]([c:9]([NH:12][c:13]4[cH:14][cH:15][cH:16][cH:17][cH:18]4)[nH:10][n:11]2)[C:7]1=[O:8])[CH2:24][CH2:23][CH2:22]3.[K+:41].[K+:42].[O-:43][C:44]([O-:45])=[O:46].[O:47]=[CH:48][N:49]([CH3:50])[CH3:51]>>[CH3:1][N:2]1[C:3]2=[N:21][CH:20]3[CH:19]([N:4]2[c:5]2[c:6]([c:9]([NH:12][c:13]4[cH:14][cH:15][cH:16][cH:17][cH:18]4)[n:10]([CH:26]([Br:25])[c:27]4[cH:28][cH:29][c:30](-[c:33]5[n:34][cH:35][c:36]([F:39])[cH:37][cH:38]5)[cH:31][cH:32]4)[n:11]2)[C:7]1=[O:8])[CH2:24][CH2:23][CH2:22]3. Reactants: Cc1c(NC(C)C2C(O[Si](C)(C)C(C)(C)C)CCN2C(=O)OC(C)(C)C)ccc(C#N)c1Cl, Cc1ccccc1, ClCCl, O=C(O)C(F)(F)F. Product: Cc1c(NC(C)C2NCCC2O[Si](C)(C)C(C)(C)C)ccc(C#N)c1Cl. RXN SMILES: [C:1]([O:2][C:3](=[O:4])[N:8]1[CH:9]([CH:21]([CH3:22])[NH:23][c:24]2[c:25]([CH3:33])[c:26]([Cl:32])[c:27]([C:30]#[N:31])[cH:28][cH:29]2)[CH:10]([O:13][Si:14]([CH3:15])([CH3:16])[C:17]([CH3:18])([CH3:19])[CH3:20])[CH2:11][CH2:12]1)([CH3:5])([CH3:6])[CH3:7].[CH3:34][c:35]1[cH:36][cH:37][cH:38][cH:39][cH:40]1.[Cl:48][CH2:49][Cl:50].[F:41][C:42]([F:43])([F:44])[C:45]([OH:46])=[O:47]>>[NH:8]1[CH:9]([CH:21]([CH3:22])[NH:23][c:24]2[c:25]([CH3:33])[c:26]([Cl:32])[c:27]([C:30]#[N:31])[cH:28][cH:29]2)[CH:10]([O:13][Si:14]([CH3:15])([CH3:16])[C:17]([CH3:18])([CH3:19])[CH3:20])[CH2:11][CH2:12]1.